This data is from the Open Reaction Database (ORD), a public repository of structured organic reaction records. The task is: describe an organic reaction: reactants, conditions, products, and yield Reactants: ClC1=C(C=CC(=C1)OC)C1=C(C(=NC=C1)OS(=O)(=O)C(F)(F)F)[N+](=O)[O-] (Trifluoro-methanesulfonic acid 4-(2-chloro-4-methoxy-phenyl)-3-nitro-pyridin-2-yl ester), Cl.C1(CC1)C(CC)N (1-cyclopropyl-propylamine HCl). The product is ClC1=C(C=CC(=C1)OC)C1=C(C(=NC=C1)NC(CC)C1CC1)[N+](=O)[O-] ([4-(2-chloro-4-methoxy-phenyl)-3-nitro-pyridin-2-yl]-(1-cyclopropyl-propyl)-amine). Yield: 70.4%. RXN SMILES: [Cl:1][C:2]1[CH:7]=[C:6]([O:8][CH3:9])[CH:5]=[CH:4][C:3]=1[C:10]1[CH:15]=[CH:14][N:13]=[C:12](OS(C(F)(F)F)(=O)=O)[C:11]=1[N+:24]([O-:26])=[O:25].Cl.[CH:28]1([CH:31]([NH2:34])[CH2:32][CH3:33])[CH2:30][CH2:29]1>>[Cl:1][C:2]1[CH:7]=[C:6]([O:8][CH3:9])[CH:5]=[CH:4][C:3]=1[C:10]1[CH:15]=[CH:14][N:13]=[C:12]([NH:34][CH:31]([CH:28]2[CH2:30][CH2:29]2)[CH2:32][CH3:33])[C:11]=1[N+:24]([O-:26])=[O:25] |f:1.2|. Reported procedure: Trifluoro-methanesulfonic acid 4-(2-chloro-4-methoxy-phenyl)-3-nitro-pyridin-2-yl ester (0.91 g, 2.20 mmol), prepared substantially as described in Part C of Example 19a, and 1-cyclopropyl-propylamine HCl (0.56 g, 4.41 mmol) were treated substantially as described in Part C of Example 19a to produce 0.56 g (72%) of [4-(2-chloro-4-methoxy-phenyl)-3-nitro-pyridin-2-yl]-(1-cyclopropyl-propyl)-amine: MS (AP) m/z 361.8 [(M+H)+, 100].